Task: describe an organic reaction: reactants, conditions, products, and yield. Dataset: the Open Reaction Database (ORD), a public repository of structured organic reaction records Reactants: CN(C)C=O (DMF), C1(CCCCC1)NC1=C(C=C2C(C(=CN(C2=C1)C(CC)CC)NCC(=O)OCC)=O)F (ethyl {[7-(cyclohexylamino)-1-(1-ethylpropyl)-6-fluoro-4-oxo-1,4-dihydroquinolin-3-yl]amino}acetate), C(C1=CC=CC=C1)Br (benzyl bromide), C([O-])([O-])=O.[K+].[K+] (potassium carbonate). The solvent is O (water). Reaction conditions: time 8 hour. Yields the product C(C1=CC=CC=C1)N(C1=CN(C2=CC(=C(C=C2C1=O)F)NC1CCCCC1)C(CC)CC)CC(=O)OCC (ethyl {benzyl[7-(cyclohexylamino)-1-(1-ethylpropyl)-6-fluoro-4-oxo-1,4-dihydroquinolin-3-yl]amino}acetate). RXN SMILES: CN(C=O)C.[CH:6]1([NH:12][C:13]2[CH:22]=[C:21]3[C:16]([C:17](=[O:35])[C:18]([NH:28][CH2:29][C:30]([O:32][CH2:33][CH3:34])=[O:31])=[CH:19][N:20]3[CH:23]([CH2:26][CH3:27])[CH2:24][CH3:25])=[CH:15][C:14]=2[F:36])[CH2:11][CH2:10][CH2:9][CH2:8][CH2:7]1.[CH2:37](Br)[C:38]1[CH:43]=[CH:42][CH:41]=[CH:40][CH:39]=1.C(=O)([O-])[O-].[K+].[K+]>O>[CH2:37]([N:28]([CH2:29][C:30]([O:32][CH2:33][CH3:34])=[O:31])[C:18]1[C:17](=[O:35])[C:16]2[C:21](=[CH:22][C:13]([NH:12][CH:6]3[CH2:7][CH2:8][CH2:9][CH2:10][CH2:11]3)=[C:14]([F:36])[CH:15]=2)[N:20]([CH:23]([CH2:26][CH3:27])[CH2:24][CH3:25])[CH:19]=1)[C:38]1[CH:43]=[CH:42][CH:41]=[CH:40][CH:39]=1 |f:3.4.5|. Procedure details: To a 3.2 ml DMF solution of 160 mg of ethyl {[7-(cyclohexylamino)-1-(1-ethylpropyl)-6-fluoro-4-oxo-1,4-dihydroquinolin-3-yl]amino}acetate were added 0.05 ml of benzyl bromide and 75 mg of potassium carbonate, followed by overnight stirring at room temperature. By adding water to the reaction mixture and collecting the insoluble materials by filtration, 200 mg of ethyl {benzyl[7-(cyclohexylamino)-1-(1-ethylpropyl)-6-fluoro-4-oxo-1,4-dihydroquinolin-3-yl]amino}acetate was obtained. Reactants: O=C(CCCC(=O)O)C (5-oxo-caproic acid), NC=1C=C(N)C(=CC1C)C (3-amino-4,6-dimethylaniline). The reagents and catalysts are [Ni] (Raney nickel). The solvent is CO (methanol). The product is NC=1C=C(C(=CC1C)C)N1C(CCCC1C)=O (1-(3'-Amino-4',6'-dimethylphenyl)-6-methyl-piperidin-2-one). Reaction SMILES: O=[C:2]([CH3:9])[CH2:3][CH2:4][CH2:5][C:6]([OH:8])=O.[NH2:10][C:11]1[CH:12]=[C:13]([C:15]([CH3:19])=[CH:16][C:17]=1[CH3:18])[NH2:14]>CO.[Ni]>[NH2:10][C:11]1[CH:12]=[C:13]([N:14]2[CH:2]([CH3:9])[CH2:3][CH2:4][CH2:5][C:6]2=[O:8])[C:15]([CH3:19])=[CH:16][C:17]=1[CH3:18]. Procedure: A solution of 65 g (0.5 mol) of 5-oxo-caproic acid and 70 g (0.51 mol) of 3-amino-4,6-dimethylaniline in 300 ml of methanol is hydrogenated at 130°-140° in the presence of Raney nickel. Yield: 110 g. Starting materials: C=CCCCCCCCCCCCn1c(=O)c2c(ncn2C)n(C)c1=O, C[N+]1([O-])CCOCC1, CC(C)=O, [Na+], [Na+], O, O, O=S([O-])[O-]. The product is Cn1cnc2c1c(=O)n(CCCCCCCCCCCC(O)CO)c(=O)n2C. RXN SMILES: [CH2:1]([CH2:2][CH2:3][CH2:4][CH2:5][CH2:6][CH2:7][CH2:8][CH2:9][CH2:10][CH2:11][CH:12]=[CH2:13])[n:14]1[c:15](=[O:16])[n:17]([CH3:26])[c:18]2[n:19][cH:20][n:21]([CH3:25])[c:22]2[c:23]1=[O:24].[CH3:27][N+:28]1([O-:29])[CH2:30][CH2:32][O:31][CH2:33][CH2:34]1.[CH3:43][C:44]([CH3:45])=[O:46].[Na+:40].[Na+:41].[OH2:35].[OH2:42].[S:36]([O-:37])([O-:38])=[O:39]>>[CH2:1]([CH2:2][CH2:3][CH2:4][CH2:5][CH2:6][CH2:7][CH2:8][CH2:9][CH2:10][CH2:11][CH:12]([CH2:13][OH:31])[OH:35])[n:14]1[c:15](=[O:16])[n:17]([CH3:26])[c:18]2[n:19][cH:20][n:21]([CH3:25])[c:22]2[c:23]1=[O:24]. The reactants are [F-].[K+] (potassium fluoride), C(C(C)C)C1=CC=C(C=C1)C(C(=O)O)=C[Si](CC)(CC)CC (α-(4'-isobutylphenyl)-β-triethylsilyl acrylic acid), O (water), [F-].[K+] (Potassium fluoride). Run in C(C)#N (acetonitrile). Product: C(C(C)C)C1=CC=C(C=C1)C(C(=O)O)=C (α-(4'-isobutylphenyl)acrylic acid). Reaction SMILES: [F-].[K+].[CH2:3]([C:7]1[CH:12]=[CH:11][C:10]([C:13](=[CH:17][Si](CC)(CC)CC)[C:14]([OH:16])=[O:15])=[CH:9][CH:8]=1)[CH:4]([CH3:6])[CH3:5].O>C(#N)C>[CH2:3]([C:7]1[CH:8]=[CH:9][C:10]([C:13](=[CH2:17])[C:14]([OH:16])=[O:15])=[CH:11][CH:12]=1)[CH:4]([CH3:6])[CH3:5] |f:0.1|. Procedure: This desilylation (elimination) reaction may be performed, for example, by following the procedure of T. H. Chan et al. referred to above. A catalyst such as, for example, potassium fluoride is used for desilylation. α-(4'-isobutylphenyl)-β-triethylsilyl acrylic acid from Example 4 (0.02 mol) is dissolved in a suitable solvent such as, for example, acetonitrile (15-20 ml). Potassium fluoride (0.025 mol) is added to the solution, and the mixture stirred at a suitable temperature such as, for exam... Solvent: O1CCOCC1 (1,4-dioxane), O (water). The reagents and catalysts are C=1C=CC(=CC1)/C=C/C(=O)/C=C/C2=CC=CC=C2.C=1C=CC(=CC1)/C=C/C(=O)/C=C/C2=CC=CC=C2.C=1C=CC(=CC1)/C=C/C(=O)/C=C/C2=CC=CC=C2.[Pd].[Pd] (tris(dibenzylideneacetone)dipalladium). Reported procedure: N-(2-Chloro-5-morpholinophenyl)-5,7-difluoro-3-methyl-2-(pyridin-2-yl)quinolin-4-amine (33.9 mg, 0.073 mmol), 2-(3,6-dihydro-2H-pyran-4-yl)-4,4,5,5-tetramethyl-1,3,2-dioxaborolane (22.8 mg, 0.11 mmol), tricyclohexylphosphine (3.9 mg, 0.014 mmol), and tris(dibenzylideneacetone)dipalladium (0) (4.1 mg, 4.5 μmol) were added to a flask then degassed and backfilled with argon. To the flask, 1,4-dioxane (1.0 mL) and aq. 1.3M potassium phosphate tribasic (0.12 mL, 0.16 mmol) were added by syringe. The ... Run at temperature 90 celsius, time 19 hour. Product: O1CCC(=CC1)C1=C(C=C(C=C1)N1CCOCC1)NC1=C(C(=NC2=CC(=CC(=C12)F)F)C1=NC=CC=C1)C (N-(2-(3,6-dihydro-2H-pyran-4-yl)-5-morpholinophenyl)-5,7-difluoro-3-methyl-2-(pyridin-2-yl)quinolin-4-amine). RXN SMILES: Cl[C:2]1[CH:7]=[CH:6][C:5]([N:8]2[CH2:13][CH2:12][O:11][CH2:10][CH2:9]2)=[CH:4][C:3]=1[NH:14][C:15]1[C:24]2[C:19](=[CH:20][C:21]([F:26])=[CH:22][C:23]=2[F:25])[N:18]=[C:17]([C:27]2[CH:32]=[CH:31][CH:30]=[CH:29][N:28]=2)[C:16]=1[CH3:33].[O:34]1[CH2:39][CH:38]=[C:37](B2OC(C)(C)C(C)(C)O2)[CH2:36][CH2:35]1.C1(P(C2CCCCC2)C2CCCCC2)CCCCC1.[O-]P([O-])([O-])=O.[K+].[K+].[K+]>C1C=CC(/C=C/C(/C=C/C2C=CC=CC=2)=O)=CC=1.C1C=CC(/C=C/C(/C=C/C2C=CC=CC=2)=O)=CC=1.C1C=CC(/C=C/C(/C=C/C2C=CC=CC=2)=O)=CC=1.[Pd].[Pd].O.O1CCOCC1>[O:34]1[CH2:35][CH:36]=[C:37]([C:2]2[CH:7]=[CH:6][C:5]([N:8]3[CH2:13][CH2:12][O:11][CH2:10][CH2:9]3)=[CH:4][C:3]=2[NH:14][C:15]2[C:24]3[C:19](=[CH:20][C:21]([F:26])=[CH:22][C:23]=3[F:25])[N:18]=[C:17]([C:27]3[CH:32]=[CH:31][CH:30]=[CH:29][N:28]=3)[C:16]=2[CH3:33])[CH2:38][CH2:39]1 |f:3.4.5.6,7.8.9.10.11|. Starting materials: [O-]P(=O)([O-])[O-].[K+].[K+].[K+] (potassium phosphate tribasic), ClC1=C(C=C(C=C1)N1CCOCC1)NC1=C(C(=NC2=CC(=CC(=C12)F)F)C1=NC=CC=C1)C (N-(2-Chloro-5-morpholinophenyl)-5,7-difluoro-3-methyl-2-(pyridin-2-yl)quinolin-4-amine), O1CCC(=CC1)B1OC(C(O1)(C)C)(C)C (2-(3,6-dihydro-2H-pyran-4-yl)-4,4,5,5-tetramethyl-1,3,2-dioxaborolane), C1(CCCCC1)P(C1CCCCC1)C1CCCCC1 (tricyclohexylphosphine). Yields the product CC(C)n1ncnc1-c1nc2c(s1)CCOc1cc(O)ccc1-2. The reactants are CC(C)n1ncnc1-c1nc2c(s1)CCOc1cc(Br)ccc1-2, CCCc1cc(CCC)c(-c2c(C)c(C)c(C)c(C)c2P(C(C)(C)C)C(C)(C)C)c(CCC)c1, C1COCCO1, [K+], [OH-], O, N#Cc1ccc2c(c1)OCCc1ccsc1-2. RXN SMILES: [Br:1][c:2]1[cH:3][c:4]2[c:5]([cH:22][cH:23]1)-[c:6]1[n:7][c:8](-[c:14]3[n:15]([CH:19]([CH3:20])[CH3:21])[n:16][cH:17][n:18]3)[s:9][c:10]1[CH2:11][CH2:12][O:13]2.[C:42]([P:43]([C:44]([CH3:45])([CH3:46])[CH3:47])[c:48]1[c:49]([CH3:50])[c:51]([CH3:52])[c:53]([CH3:54])[c:55]([CH3:56])[c:57]1-[c:58]1[c:59]([CH2:60][CH2:61][CH3:62])[cH:63][c:64]([CH2:65][CH2:66][CH3:67])[cH:68][c:69]1[CH2:70][CH2:71][CH3:72])([CH3:73])([CH3:74])[CH3:75].[CH2:76]1[O:77][CH2:78][CH2:79][O:80][CH2:81]1.[K+:41].[OH-:40].[OH2:82].[s:24]1[c:25]2[c:37]([cH:38][cH:39]1)[CH2:36][CH2:35][O:31][c:34]1[c:26]-2[cH:27][cH:28][c:29]([C:30]#[N:32])[cH:33]1>>[c:2]1([OH:31])[cH:3][c:4]2[c:5]([cH:22][cH:23]1)-[c:6]1[n:7][c:8](-[c:14]3[n:15]([CH:19]([CH3:20])[CH3:21])[n:16][cH:17][n:18]3)[s:9][c:10]1[CH2:11][CH2:12][O:13]2. The reactants are FC1=C(C=CC(=O)O)C=CC=C1 (2-fluorocinnamic acid), [H][H] (hydrogen), CO.C(C)(=O)OCC (methanol ethyl acetate). The reagents and catalysts are [Pd] (palladium on carbon). Product: FC1=C(C=CC=C1)CCC(=O)OC (Methyl 3-(2-fluorophenyl)propionate). RXN SMILES: [F:1][C:2]1[CH:12]=[CH:11][CH:10]=[CH:9][C:3]=1[CH:4]=[CH:5][C:6]([OH:8])=[O:7].[H][H].CO.[C:17](OCC)(=O)C>[Pd]>[F:1][C:2]1[CH:12]=[CH:11][CH:10]=[CH:9][C:3]=1[CH2:4][CH2:5][C:6]([O:8][CH3:17])=[O:7] |f:2.3|. Reported procedure: In a Parr vessel is placed 2-fluorocinnamic acid (1h) (1.0 equiv) and palladium on carbon in a 1/1 methanol/ethyl acetate solution. The heterogeneous solution is placed on a Parr shaker and treated with hydrogen (50 psi) until uptake has ceased. The mixture is filtered through Celite and concentrated under reduced pressure. The residue is taken up in diethyl ether and treated with diazomethane until a yellow color persists. The solution is concentrated under reduced pressure to give the crude me...